From a dataset of the Open Reaction Database (ORD), a public repository of structured organic reaction records. describe an organic reaction: reactants, conditions, products, and yield Reactants: C[Si](C)(C)[N-][Si](C)(C)C, O=S(=O)(Cl)c1cc(F)c(F)cc1F, [Li+], C1CCOC1, CC(C)(C)OC(=O)Nc1cscn1. Product: CC(C)(C)OC(=O)N(c1cscn1)S(=O)(=O)c1cc(F)c(F)cc1F. RXN SMILES: [CH3:14][Si:15]([CH3:16])([CH3:17])[N-:18][Si:19]([CH3:20])([CH3:21])[CH3:22].[F:24][c:25]1[c:26]([S:33](=[O:34])(=[O:35])[Cl:36])[cH:27][c:28]([F:32])[c:29]([F:31])[cH:30]1.[Li+:23].[O:37]1[CH2:38][CH2:39][CH2:40][CH2:41]1.[s:1]1[cH:2][n:3][c:4]([NH:6][C:7]([O:8][C:9]([CH3:10])([CH3:11])[CH3:12])=[O:13])[cH:5]1>>[s:1]1[cH:2][n:3][c:4]([N:6]([C:7]([O:8][C:9]([CH3:10])([CH3:11])[CH3:12])=[O:13])[S:33]([c:26]2[c:25]([F:24])[cH:30][c:29]([F:31])[c:28]([F:32])[cH:27]2)(=[O:34])=[O:35])[cH:5]1.